This data is from the Open Reaction Database (ORD), a public repository of structured organic reaction records. The task is: describe an organic reaction: reactants, conditions, products, and yield Starting materials: C1(=CC=CC=C1)C(=NN=C(CC)Cl)C(=O)OCC (1-phenyl-1-ethoxycarbonyl-4-chloro-4-ethyl-2,3-diazabutadiene), O.NN (hydrazine hydrate), O (water). The solvent is CN(C=O)C (dimethylformamide), CN(C=O)C (dimethylformamide). Run at time 8 hour. The product is C(C)C1=NN=C(C(N1N)=O)C1=CC=CC=C1 (3-ethyl-4-amino-6-phenyl-5-H-1,2,4-triazin-5-one). The yield is 67.1%. RXN SMILES: O.[NH2:2][NH2:3].[C:4]1([C:10]([C:17]([O:19]CC)=O)=[N:11][N:12]=[C:13](Cl)[CH2:14][CH3:15])[CH:9]=[CH:8][CH:7]=[CH:6][CH:5]=1.O>CN(C)C=O>[CH2:14]([C:13]1[N:2]([NH2:3])[C:17](=[O:19])[C:10]([C:4]2[CH:9]=[CH:8][CH:7]=[CH:6][CH:5]=2)=[N:11][N:12]=1)[CH3:15] |f:0.1|. Procedure: 10.0 g (0.2 mol) of hydrazine hydrate, dissolved in 20 ml of dimethylformamide, were added dropwise to a solution of 26.7 g (0.1 mol) of 1-phenyl-1-ethoxycarbonyl-4-chloro-4-ethyl-2,3-diazabutadiene in 100 ml of dimethylformamide at a temperature of 5°C to 10°C, whilst stirring. After stirring for 3 hours, 250 ml of water were added to the reaction mixture. The whole was left to stand overnight. Thereafter, the solid which had precipitated was filtered off, well rinsed with water and dried. The ...